The task is: describe an organic reaction: reactants, conditions, products, and yield. This data is from the Open Reaction Database (ORD), a public repository of structured organic reaction records. Reactants: O.CC1=CC=C(C=C1)S(=O)(=O)O (4-methylbenzenesulfonic acid hydrate), ClC=1C(=C(C=CC1)C1(CCOCC1)C(=O)OCC)I (ethyl 4-(3-chloro-2-iodophenyl)-tetrahydro-2H-pyran-4-carboxylate), TEA, C(C)OC(C#C)(OCC)OCC (3,3,3-triethoxyprop-1-yne). The reagents and catalysts are Cl[Pd]([P](C1=CC=CC=C1)(C2=CC=CC=C2)C3=CC=CC=C3)([P](C4=CC=CC=C4)(C5=CC=CC=C5)C6=CC=CC=C6)Cl (dichlorobis(triphenylphosphine)palladium(II)), [Cu]I (copper(I) iodide). The solvent is CCOC(=O)C (EtOAc), C(C)#N (ACN). Run at temperature 55 celsius, time 2 hour. The product is ClC=1C(=C(C=CC1)C1(CCOCC1)C(=O)OCC)C#CC(=O)OCC (ethyl 4-(3-chloro-2-(3-ethoxy-3-oxoprop-1-ynyl)phenyl)-tetrahydro-2H-pyran-4-carboxylate). Isolated yield 97.9%. RXN SMILES: [Cl:1][C:2]1[C:3](I)=[C:4]([C:8]2([C:14]([O:16][CH2:17][CH3:18])=[O:15])[CH2:13][CH2:12][O:11][CH2:10][CH2:9]2)[CH:5]=[CH:6][CH:7]=1.[CH2:20]([O:22][C:23](OCC)([O:26]CC)[C:24]#[CH:25])[CH3:21].O.CC1C=CC(S(O)(=O)=O)=CC=1>C(#N)C.CCOC(C)=O.Cl[Pd](Cl)([P](C1C=CC=CC=1)(C1C=CC=CC=1)C1C=CC=CC=1)[P](C1C=CC=CC=1)(C1C=CC=CC=1)C1C=CC=CC=1.[Cu]I>[Cl:1][C:2]1[C:3]([C:25]#[C:24][C:23]([O:22][CH2:20][CH3:21])=[O:26])=[C:4]([C:8]2([C:14]([O:16][CH2:17][CH3:18])=[O:15])[CH2:13][CH2:12][O:11][CH2:10][CH2:9]2)[CH:5]=[CH:6][CH:7]=1 |f:2.3,^1:55,74|. Reported procedure: A mixture of ethyl 4-(3-chloro-2-iodophenyl)-tetrahydro-2H-pyran-4-carboxylate (0.57 g, 1.4 mmol) and TEA (1.8 mL, 13 mmol) in 10 mL ACN was degassed by vacuum and back filled with nitrogen 3 times. The mixture was treated with 3,3,3-triethoxyprop-1-yne (0.37 g, 2.2 mmol), dichlorobis(triphenylphosphine)palladium(II) (0.051 g, 0.072 mmol) and copper(I) iodide (0.028 g, 0.14 mmol) and stirred at 55° C. for 2 hours. The mixture was cooled to room temperature and concentrated. The residue was dilut... Starting materials: ClC=1C=CC2=C(CCC3=C(N=C(O3)C)C2(O)C=2C(NC(NC2)=O)=O)C1 ((±)-5-[7-Chloro-9,10-dihydro-4-hydroxy-2-methyl-4H-benzo[5,6]cyclohepta[1,2-d]oxazol-4-yl]-2,4(1H,3H)-pyrimidinedione), [H-].[Na+] (sodium hydride), CI (methyl iodide). Run in O1CCCC1 (tetrahydrofuran). Reaction conditions: temperature 0 celsius, time 40 minute. Yields the product ClC=1C=CC2=C(CCC3=C(N=C(O3)C)C2(O)C=2C(NC(N(C2)C)=O)=O)C1 ((±)-5-[7-Chloro-9,10-dihydro-4-hydroxy-2-methyl-4H-benzo[5,6]cyclohepta[1,2-d]oxazol-4-yl]-1-methyl-2,4(1H,3H)-pyrimidinedione). Reaction SMILES: [Cl:1][C:2]1[CH:3]=[CH:4][C:5]2[C:15]([C:17]3[C:18](=[O:24])[NH:19][C:20](=[O:23])[NH:21][CH:22]=3)([OH:16])[C:10]3[N:11]=[C:12]([CH3:14])[O:13][C:9]=3[CH2:8][CH2:7][C:6]=2[CH:25]=1.[H-].[Na+].[CH3:28]I>O1CCCC1>[Cl:1][C:2]1[CH:3]=[CH:4][C:5]2[C:15]([C:17]3[C:18](=[O:24])[NH:19][C:20](=[O:23])[N:21]([CH3:28])[CH:22]=3)([OH:16])[C:10]3[N:11]=[C:12]([CH3:14])[O:13][C:9]=3[CH2:8][CH2:7][C:6]=2[CH:25]=1 |f:1.2|. Procedure details: To a stirred solution of the product from step (vii) (2.0 g) in tetrahydrofuran (20 ml) at 0° C. was added sodium hydride (60% dispersion by wt, 0.22 g). The mixture was stirred at 0° C. for 40 min and treated with methyl iodide (0.35 ml). The mixture was further stirred at 0° C. for 2 hours and room temperature for 24 hours then partitioned between ethyl acetate and water. The organic phase was washed with water and saturated brine, dried (MgSO4) and solvent evaporated. Purification was by chro... Reactants: [BH4-], CCCc1cc(CN(C)C)c2oc(Cc3ccc(OC)cc3)c(C)c2c1O, CCO, [Cl-], [NH4+], [Na+]. Yields the product CCCc1cc(C)c2oc(Cc3ccc(OC)cc3)c(C)c2c1O. Reaction SMILES: [BH4-:28].[CH3:1][O:2][c:3]1[cH:4][cH:5][c:6]([CH2:7][c:8]2[o:9][c:10]3[c:11]([c:12]2[CH3:13])[c:14]([OH:25])[c:15]([CH2:22][CH2:23][CH3:24])[cH:16][c:17]3[CH2:18][N:19]([CH3:20])[CH3:21])[cH:26][cH:27]1.[CH3:32][CH2:33][OH:34].[Cl-:30].[NH4+:31].[Na+:29]>>[CH3:1][O:2][c:3]1[cH:4][cH:5][c:6]([CH2:7][c:8]2[o:9][c:10]3[c:11]([c:12]2[CH3:13])[c:14]([OH:25])[c:15]([CH2:22][CH2:23][CH3:24])[cH:16][c:17]3[CH3:18])[cH:26][cH:27]1. The reactants are Ic1ccc2ncnc(Nc3ccc(OCc4ccccc4)cc3)c2c1, CCCC[Sn](C#N)(CCCC)CCCC, C1COCCO1, [Pd], c1ccc(P(c2ccccc2)c2ccccc2)cc1, c1ccc(P(c2ccccc2)c2ccccc2)cc1, c1ccc(P(c2ccccc2)c2ccccc2)cc1, c1ccc(P(c2ccccc2)c2ccccc2)cc1. Yields the product N#Cc1ccc2ncnc(Nc3ccc(OCc4ccccc4)cc3)c2c1. Reaction SMILES: [CH2:1]([c:2]1[cH:3][cH:4][cH:5][cH:6][cH:7]1)[O:8][c:9]1[cH:10][cH:11][c:12]([NH:15][c:16]2[n:17][cH:18][n:19][c:20]3[cH:21][cH:22][c:23]([I:26])[cH:24][c:25]23)[cH:13][cH:14]1.[CH2:27]([Sn:28]([CH2:29][CH2:30][CH2:31][CH3:32])([CH2:33][CH2:34][CH2:35][CH3:36])[C:40]#[N:41])[CH2:37][CH2:38][CH3:39].[O:42]1[CH2:43][CH2:44][O:45][CH2:46][CH2:47]1.[Pd:48].[c:106]1([P:107]([c:108]2[cH:109][cH:110][cH:111][cH:112][cH:113]2)[c:114]2[cH:115][cH:116][cH:117][cH:118][cH:119]2)[cH:120][cH:121][cH:122][cH:123][cH:124]1.[c:49]1([P:50]([c:51]2[cH:52][cH:53][cH:54][cH:55][cH:56]2)[c:57]2[cH:58][cH:59][cH:60][cH:61][cH:62]2)[cH:63][cH:64][cH:65][cH:66][cH:67]1.[c:68]1([P:69]([c:70]2[cH:71][cH:72][cH:73][cH:74][cH:75]2)[c:76]2[cH:77][cH:78][cH:79][cH:80][cH:81]2)[cH:82][cH:83][cH:84][cH:85][cH:86]1.[c:87]1([P:88]([c:89]2[cH:90][cH:91][cH:92][cH:93][cH:94]2)[c:95]2[cH:96][cH:97][cH:98][cH:99][cH:100]2)[cH:101][cH:102][cH:103][cH:104][cH:105]1>>[CH2:1]([c:2]1[cH:3][cH:4][cH:5][cH:6][cH:7]1)[O:8][c:9]1[cH:10][cH:11][c:12]([NH:15][c:16]2[n:17][cH:18][n:19][c:20]3[cH:21][cH:22][c:23]([C:40]#[N:41])[cH:24][c:25]23)[cH:13][cH:14]1. Starting materials: CCOC(C)=O, CN(C)C=O, COc1cc2nccc(Sc3ccc(N)s3)c2cc1C(N)=O, O=C=Nc1ccccc1, O. The product is COc1cc2nccc(Sc3ccc(NC(=O)Nc4ccccc4)s3)c2cc1C(N)=O. Reaction SMILES: [CH3:32][CH2:33][O:34][C:35](=[O:36])[CH3:37].[CH3:39][N:40]([CH3:41])[CH:42]=[O:43].[NH2:1][c:2]1[cH:3][cH:4][c:5]([S:7][c:8]2[cH:9][cH:10][n:11][c:12]3[cH:13][c:14]([O:21][CH3:22])[c:15]([C:18](=[O:19])[NH2:20])[cH:16][c:17]23)[s:6]1.[O:23]=[C:24]=[N:25][c:26]1[cH:27][cH:28][cH:29][cH:30][cH:31]1.[OH2:38]>>[NH:1]([c:2]1[cH:3][cH:4][c:5]([S:7][c:8]2[cH:9][cH:10][n:11][c:12]3[cH:13][c:14]([O:21][CH3:22])[c:15]([C:18](=[O:19])[NH2:20])[cH:16][c:17]23)[s:6]1)[C:24](=[O:23])[NH:25][c:26]1[cH:27][cH:28][cH:29][cH:30][cH:31]1. Starting materials: ClCC(CC(=O)OCC)=O (ethyl 4-chloro-3-oxobutanoate), N1=C(C=CC=C1)N (pyridin-2-amine). Solvent: C1CCOC1 (THF). Yields the product N=1C(=CN2C1C=CC=C2)CC(=O)OCC (ethyl 2-(imidazo[1,2-a]pyridine-2-yl)acetate). The yield is 26.9%. Reaction SMILES: Cl[CH2:2][C:3](=O)[CH2:4][C:5]([O:7][CH2:8][CH3:9])=[O:6].[N:11]1[CH:16]=[CH:15][CH:14]=[CH:13][C:12]=1[NH2:17]>C1COCC1>[N:17]1[C:3]([CH2:4][C:5]([O:7][CH2:8][CH3:9])=[O:6])=[CH:2][N:11]2[CH:16]=[CH:15][CH:14]=[CH:13][C:12]=12. Procedure: A mixture of ethyl 4-chloro-3-oxobutanoate (15 g, 91 mmol) and pyridin-2-amine (8.58 g, 91 mmol) in THF (80 mL) was refluxed overnight. Then, the reaction mixture was concentrated and the residue purified by silica gel chromatography (PE:EA=1:1) to afford ethyl 2-(imidazo[1,2-a]pyridine-2-yl)acetate (5 g, yield 26.9%). Reactants: CCOC(=O)C1CC2CC(=O)CC(C1)N2S(=O)(=O)c1ccc(Cl)cc1, ClCCl, OCCO. The product is CCOC(=O)C1CC2CC3(CC(C1)N2S(=O)(=O)c1ccc(Cl)cc1)OCCO3. RXN SMILES: [CH2:1]([CH3:2])[O:3][C:4](=[O:5])[CH:6]1[CH2:7][CH:8]2[CH2:9][C:10](=[O:25])[CH2:11][CH:12]([CH2:13]1)[N:14]2[S:15](=[O:16])(=[O:17])[c:18]1[cH:19][cH:20][c:21]([Cl:24])[cH:22][cH:23]1.[Cl:30][CH2:31][Cl:32].[OH:26][CH2:27][CH2:28][OH:29]>>[CH2:1]([CH3:2])[O:3][C:4](=[O:5])[CH:6]1[CH2:7][CH:8]2[CH2:9][C:10]3([CH2:11][CH:12]([CH2:13]1)[N:14]2[S:15](=[O:16])(=[O:17])[c:18]1[cH:19][cH:20][c:21]([Cl:24])[cH:22][cH:23]1)[O:25][CH2:28][CH2:27][O:26]3.